This data is from the Open Reaction Database (ORD), a public repository of structured organic reaction records. The task is: describe an organic reaction: reactants, conditions, products, and yield The reactants are O=O (oxygen), 100, CCCCCCCCCCCCCCCC(C(COP(=O)(O)O[C@@H]1[C@H]([C@@H]([C@H]([C@@H]([C@@H]1O[C@@H]2[C@@H]([C@H]([C@@H]([C@H](O2)CO)O)O)N)O)O)O)O)NC(=O)C(CCCCCCCCCCCCCC)O)O (GL-1), NCC(=O)O (glycine), C([C@@H]([C@@H]1[C@H]([C@@H](C(=O)O1)O)O)O)O (L-Galactono-gamma-lactone), O=O (oxygen), O=O (Oxygen). The solvent is C(C)O (Ethanol). Run at time 20 hour. Product: O=C1C(O)=C(O)[C@H](O1)[C@@H](O)CO (L-ascorbic acid), CCCCCCCCCCCCCCCC(C(COP(=O)(O)O[C@@H]1[C@H]([C@@H]([C@H]([C@@H]([C@@H]1O[C@@H]2[C@@H]([C@H]([C@@H]([C@H](O2)CO)O)O)N)O)O)O)O)NC(=O)C(CCCCCCCCCCCCCC)O)O (GL-1). As a reaction SMILES: [CH3:1][CH2:2][CH2:3][CH2:4][CH2:5][CH2:6][CH2:7][CH2:8][CH2:9][CH2:10][CH2:11][CH2:12][CH2:13][CH2:14][CH2:15][CH:16]([OH:65])[CH:17]([NH:46][C:47]([CH:49]([OH:64])[CH2:50][CH2:51][CH2:52][CH2:53][CH2:54][CH2:55][CH2:56][CH2:57][CH2:58][CH2:59][CH2:60][CH2:61][CH2:62][CH3:63])=[O:48])[CH2:18][O:19][P:20]([O:23][C@H:24]1[C@@H:29]([O:30][C@H:31]2[O:36][C@H:35]([CH2:37][OH:38])[C@@H:34]([OH:39])[C@H:33]([OH:40])[C@H:32]2[NH2:41])[C@@H:28]([OH:42])[C@H:27]([OH:43])[C@@H:26]([OH:44])[C@@H:25]1[OH:45])([OH:22])=[O:21].NCC(O)=O.C(O)[C@H](O)[C@H]1OC(=O)[C@@H](O)[C@@H]1O.O=O>C(O)C>[O:36]=[C:31]1[O:30][C@H:29]([C@H:24]([CH2:25][OH:45])[OH:23])[C:28]([OH:42])=[C:27]1[OH:43].[CH3:1][CH2:2][CH2:3][CH2:4][CH2:5][CH2:6][CH2:7][CH2:8][CH2:9][CH2:10][CH2:11][CH2:12][CH2:13][CH2:14][CH2:15][CH:16]([OH:65])[CH:17]([NH:46][C:47]([CH:49]([OH:64])[CH2:50][CH2:51][CH2:52][CH2:53][CH2:54][CH2:55][CH2:56][CH2:57][CH2:58][CH2:59][CH2:60][CH2:61][CH2:62][CH3:63])=[O:48])[CH2:18][O:19][P:20]([O:23][C@H:24]1[C@@H:29]([O:30][C@H:31]2[O:36][C@H:35]([CH2:37][OH:38])[C@@H:34]([OH:39])[C@H:33]([OH:40])[C@H:32]2[NH2:41])[C@@H:28]([OH:42])[C@H:27]([OH:43])[C@@H:26]([OH:44])[C@@H:25]1[OH:45])([OH:22])=[O:21]. Reported procedure: In a similar airlift tower experiment a high cell density fermentation was performed. In this instance a 24 hour wet cell paste of C. norvegensis KCC MF-42 was dispersed in the 4.0 liter tower at a level of 100 GL-1 in SM-1 medium containing 0.7% glycine and 0.7% L-Galactono-gamma-lactone. Ethanol was supplied continuously at a level (0.1-0.3%) neither limiting or inhibitory to yeast growth or productivity. Oxygen-enriched aeration was supplied to the fermentor at 1:1 oxygen-air ratio. Total mix...